Task: describe an organic reaction: reactants, conditions, products, and yield. Dataset: the Open Reaction Database (ORD), a public repository of structured organic reaction records The reactants are C(C1=CC=CC=C1)OC=1C(=C2CC[C@@](OC2=C(C1C)C)(C)CC(=O)O)C ((S)-(6-bezyloxy-2,5,7,8-tetramethylchroman-2-yl)acetic acid), C(C(=O)Cl)(=O)Cl (oxalyl chloride). The product is C(C1=CC=CC=C1)OC=1C(=C2CC[C@@](OC2=C(C1C)C)(C)CC(=O)Cl)C ((S)-(6-benzyloxy-2,5,7,8-tetramethylchroman-2-yl)acetyl chloride). Isolated yield 105.0%. As a reaction SMILES: [CH2:1]([O:8][C:9]1[C:10]([CH3:26])=[C:11]2[C:16](=[C:17]([CH3:20])[C:18]=1[CH3:19])[O:15][C@@:14]([CH2:22][C:23](O)=[O:24])([CH3:21])[CH2:13][CH2:12]2)[C:2]1[CH:7]=[CH:6][CH:5]=[CH:4][CH:3]=1.C(Cl)(=O)C([Cl:30])=O>>[CH2:1]([O:8][C:9]1[C:10]([CH3:26])=[C:11]2[C:16](=[C:17]([CH3:20])[C:18]=1[CH3:19])[O:15][C@@:14]([CH2:22][C:23]([Cl:30])=[O:24])([CH3:21])[CH2:13][CH2:12]2)[C:2]1[CH:7]=[CH:6][CH:5]=[CH:4][CH:3]=1. Reported procedure: Reaction of 11.8 g (33.3 mmol) of (S)-(6-bezyloxy-2,5,7,8-tetramethylchroman-2-yl)acetic acid with oxalyl chloride according to Cohen et al Helv. Chim. Acta, 1978 61, 837 afforded 13.0 g (105%) of (S)-(6-benzyloxy-2,5,7,8-tetramethylchroman-2-yl)acetyl chloride as a yellow oil. This acid chloride was reacted according to Org. Synth., 1984, 63, 198 with 4.94 g (34.3 mmol) of Meldrum's acid and 6.58 g (6.73 mL, 83.2 mmol) of dry pyridine as described above for the racemic series to afford 16.5 g o... The reactants are C1(=CC=CC=C1)CC(=O)N[C@H]1[C@@H]2N(C(=CCS2)C(=O)O)C1=O (7β-phenylacetylamino-ceph-3-em-4-carboxylic acid), C1(=CC=CC=C1)C(=[N+]=[N-])C1=CC=CC=C1 (diphenyldiazomethane), C(C)(=O)O (acetic acid). The solvent is CO (methanol), O1CCOCC1 (dioxane). Product: C1(=CC=CC=C1)C(C1=CC=CC=C1)OC(=O)C1=CCS[C@H]2N1C([C@H]2NC(CC2=CC=CC=C2)=O)=O (7β-phenylacetylamino-ceph-3-em-4-carboxylic acid diphenylmethylester). Reaction SMILES: [C:1]1([CH2:7][C:8]([NH:10][C@@H:11]2[C:21](=[O:22])[N:13]3[C:14]([C:18]([OH:20])=[O:19])=[CH:15][CH2:16][S:17][C@H:12]23)=[O:9])[CH:6]=[CH:5][CH:4]=[CH:3][CH:2]=1.[C:23]1([C:29]([C:32]2[CH:37]=[CH:36][CH:35]=[CH:34][CH:33]=2)=[N+]=[N-])[CH:28]=[CH:27][CH:26]=[CH:25][CH:24]=1.C(O)(=O)C>CO.O1CCOCC1>[C:23]1([CH:29]([O:19][C:18]([C:14]2[N:13]3[C:21](=[O:22])[C@@H:11]([NH:10][C:8](=[O:9])[CH2:7][C:1]4[CH:6]=[CH:5][CH:4]=[CH:3][CH:2]=4)[C@H:12]3[S:17][CH2:16][CH:15]=2)=[O:20])[C:32]2[CH:33]=[CH:34][CH:35]=[CH:36][CH:37]=2)[CH:28]=[CH:27][CH:26]=[CH:25][CH:24]=1. Reported procedure: A solution of 1.275 g of 7β-phenylacetylamino-ceph-3-em-4-carboxylic acid in 5 ml of methanol and 20 ml of dioxane is treated with an excess of diphenyldiazomethane and allowed to stand at room temperature. The red-coloured reaction mixture is treated with a small amount of acetic acid and then evaporated to dryness under reduced pressure. The oily yellowish residue is taken up in a small amount of methylene chloride, the solution is treated with diethyl ether at an elevated temperature. The col... Reactants: COC(C(C1=CC=C(C=C1)OCCOC1=CC=C2C=CN=CC2=C1)=O)=O (4-[[2-(7-isoquinolyloxy)ethyl]oxy]-alpha-oxobenzeneacetic acid methyl ester), [OH-].[Na+] (sodium hydroxide). Run in O (water), CO (methanol), O1CCCC1 (tetrahydrofuran). Product: C1=NC=CC2=CC=C(C=C12)OCCOC1=CC=C(C=C1)C(C(=O)O)=O (4-[[2-(7-isoquinolyloxy)ethyl]oxy]-alpha-oxobenzeneacetic acid). Yield: 93.7%. Reaction SMILES: C[O:2][C:3](=[O:26])[C:4](=[O:25])[C:5]1[CH:10]=[CH:9][C:8]([O:11][CH2:12][CH2:13][O:14][C:15]2[CH:24]=[C:23]3[C:18]([CH:19]=[CH:20][N:21]=[CH:22]3)=[CH:17][CH:16]=2)=[CH:7][CH:6]=1.[OH-].[Na+]>CO.O1CCCC1.O>[CH:22]1[C:23]2[C:18](=[CH:17][CH:16]=[C:15]([O:14][CH2:13][CH2:12][O:11][C:8]3[CH:7]=[CH:6][C:5]([C:4](=[O:25])[C:3]([OH:26])=[O:2])=[CH:10][CH:9]=3)[CH:24]=2)[CH:19]=[CH:20][N:21]=1 |f:1.2|. Procedure details: A mixture of 4-[[2-(7-isoquinolyloxy)ethyl]oxy]-alpha-oxobenzeneacetic acid methyl ester (0.5 g) in hot methanol (5 mL) and tetrahydrofuran (5 mL) was treated with 1N sodium hydroxide (2.0 mL) and diluted with water. The organic solvent was removed under vacuum and the residue was dissolved in hot water. Cold 2N hydrochloric acid (1.0 mL) was added dropwise and the product was allowed to crystallize and was filtered, washed with water and dried to give 0.45 g of 4-[[2-(7-isoquinolyloxy)ethyl]oxy... Reactants: BrB(Br)Br, COc1ccc(C(C)=O)c(O)c1Br, ClCCl. Product: CC(=O)c1ccc(O)c(Br)c1O. RXN SMILES: [B:14]([Br:15])([Br:16])[Br:17].[Br:1][c:2]1[c:3]([OH:13])[c:4]([C:10]([CH3:11])=[O:12])[cH:5][cH:6][c:7]1[O:8][CH3:9].[Cl:18][CH2:19][Cl:20]>>[Br:1][c:2]1[c:3]([OH:13])[c:4]([C:10]([CH3:11])=[O:12])[cH:5][cH:6][c:7]1[OH:8]. The reactants are N1C(=NC=C1)C1=CC=C(OCC2CO2)C=C1 (3-[p-(2-imidazolyl)phenoxy]-1,2-epoxypropane), C1(CC1)N (cyclopropylamine). Product: C1(CC1)NCC(COC1=CC=C(C=C1)C=1NC=CN1)O (2-[p-(3-Cyclopropylamino-2-hydroxypropoxy)-phenyl]imidazole). As a reaction SMILES: [NH:1]1[CH:5]=[CH:4][N:3]=[C:2]1[C:6]1[CH:16]=[CH:15][C:9]([O:10][CH2:11][CH:12]2[O:14][CH2:13]2)=[CH:8][CH:7]=1.[CH:17]1([NH2:20])[CH2:19][CH2:18]1>>[CH:17]1([NH:20][CH2:13][CH:12]([OH:14])[CH2:11][O:10][C:9]2[CH:15]=[CH:16][C:6]([C:2]3[NH:3][CH:4]=[CH:5][N:1]=3)=[CH:7][CH:8]=2)[CH2:19][CH2:18]1. Procedure details: A mixture of 3-[p-(2-imidazolyl)phenoxy]-1,2-epoxypropane (4.95 g, 0.023 m) in cyclopropylamine (50 ml) is refluxed at 60° for 30 hours. The mixture is concentrated under reduced pressure and the residue is chromatographed on silica gel, eluting with 5-10% MeOH--CHCl3 saturated with NH3. The free base (IV) (1.21 g, 19%) is crystallized as the dihydrochloride salt from EtOH--MeOH--ether (m.p. 214°-5°). The reactants are ClCC(CC(=O)OCCCC1=CC=CC=C1)=O (3-phenylpropyl 4-chloroacetoacetate), N1(CCCCC1)CCO (2-(1-Piperidinyl)ethanol), [H-].[Na+] (sodium hydride), Cl (Hydrochloric acid). Run in C1CCOC1 (THF), C1CCOC1 (THF), C1CCOC1 (THF). Reaction conditions: time 1 hour. Product: N1(CCCCC1)CCOCC(CC(=O)OCCCC1=CC=CC=C1)=O (3-Phenylpropyl 4-(2-(1-piperidinyl)ethoxy)acetoacetate). The yield is 67.1%. RXN SMILES: [N:1]1([CH2:7][CH2:8][OH:9])[CH2:6][CH2:5][CH2:4][CH2:3][CH2:2]1.[H-].[Na+].Cl[CH2:13][C:14](=[O:28])[CH2:15][C:16]([O:18][CH2:19][CH2:20][CH2:21][C:22]1[CH:27]=[CH:26][CH:25]=[CH:24][CH:23]=1)=[O:17].Cl>C1COCC1>[N:1]1([CH2:7][CH2:8][O:9][CH2:13][C:14](=[O:28])[CH2:15][C:16]([O:18][CH2:19][CH2:20][CH2:21][C:22]2[CH:23]=[CH:24][CH:25]=[CH:26][CH:27]=2)=[O:17])[CH2:6][CH2:5][CH2:4][CH2:3][CH2:2]1 |f:1.2|. Procedure details: 2-(1-Piperidinyl)ethanol (15 mL, 113 mmol) in THF (50 mL) was added dropwise to a suspension of sodium hydride (7 g, 175 mmol) in THF (200 mL) at 0° C. The mixture was then stirred for 1 h at room temperature, cooled to 0° C., 3-phenylpropyl 4-chloroacetoacetate (22 mL, 103 mmol) in THF (50 mL) was added dropwise and the reaction mixture was then stirred for 18 h whilst warming to room temperature. 1N Hydrochloric acid was added until the mixture was acidic and the aqueous layer was then separat... Reactants: O=C([O-])[O-], Cc1cc(-c2ccc3c(c2)CCNCC3)n(C)n1, CN(C)C=O, Cc1ccc2c(-c3nnc(SCCCCl)n3C)cccc2n1, [I-], [K+], [K+], [Na+], O. Product: Cc1ccc2c(-c3nnc(SCCCN4CCc5ccc(-c6cc(C)nn6C)cc5CC4)n3C)cccc2n1. Reaction SMILES: [C:43](=[O:44])([O-:45])[O-:46].[CH3:1][n:2]1[n:3][c:4]([CH3:18])[cH:5][c:6]1-[c:7]1[cH:8][c:9]2[c:10]([cH:16][cH:17]1)[CH2:11][CH2:12][NH:13][CH2:14][CH2:15]2.[CH3:49][N:50]([CH3:51])[CH:52]=[O:53].[Cl:19][CH2:20][CH2:21][CH2:22][S:23][c:24]1[n:25]([CH3:40])[c:26](-[c:29]2[c:30]3[cH:31][cH:32][c:33]([CH3:39])[n:34][c:35]3[cH:36][cH:37][cH:38]2)[n:27][n:28]1.[I-:42].[K+:47].[K+:48].[Na+:41].[OH2:54]>>[CH3:1][n:2]1[n:3][c:4]([CH3:18])[cH:5][c:6]1-[c:7]1[cH:8][c:9]2[c:10]([cH:16][cH:17]1)[CH2:11][CH2:12][N:13]([CH2:20][CH2:21][CH2:22][S:23][c:24]1[n:25]([CH3:40])[c:26](-[c:29]3[c:30]4[cH:31][cH:32][c:33]([CH3:39])[n:34][c:35]4[cH:36][cH:37][cH:38]3)[n:27][n:28]1)[CH2:14][CH2:15]2. Reactants: CCOC(=O)c1cn(C)c2occc2c1=O, Cc1ccccc1, NCc1ccc(Cl)cc1. Yields the product Cn1cc(C(=O)NCc2ccc(Cl)cc2)c(=O)c2ccoc21. Reaction SMILES: [CH3:1][n:2]1[c:3]2[c:4]([c:5](=[O:13])[c:6]([C:8]([O:10][CH2:9][CH3:11])=[O:12])[cH:7]1)[cH:14][cH:15][o:16]2.[CH3:26][c:27]1[cH:28][cH:29][cH:30][cH:31][cH:32]1.[Cl:17][c:18]1[cH:19][cH:20][c:21]([CH2:22][NH2:23])[cH:24][cH:25]1>>[CH3:1][n:2]1[c:3]2[c:4]([c:5](=[O:13])[c:6]([C:8](=[O:10])[NH:23][CH2:22][c:21]3[cH:20][cH:19][c:18]([Cl:17])[cH:25][cH:24]3)[cH:7]1)[cH:14][cH:15][o:16]2. Starting materials: C(C)(C)(C)OC(NC1=C(C=C(C=C1)I)[N+](=O)[O-])=O ((4-Iodo-2-nitro-phenyl)-carbamic acid tert.-butyl ester), O1C(=CC=C1)B(O)O (furan-2-boronic acid). Product: C(C)(C)(C)OC(NC1=C(C=C(C=C1)C=1OC=CC1)[N+](=O)[O-])=O ((4-Furan-2-yl-2-nitro-phenyl)-carbamic acid tert.-butyl ester). RXN SMILES: [C:1]([O:5][C:6](=[O:18])[NH:7][C:8]1[CH:13]=[CH:12][C:11](I)=[CH:10][C:9]=1[N+:15]([O-:17])=[O:16])([CH3:4])([CH3:3])[CH3:2].[O:19]1[CH:23]=[CH:22][CH:21]=[C:20]1B(O)O>>[C:1]([O:5][C:6](=[O:18])[NH:7][C:8]1[CH:13]=[CH:12][C:11]([C:20]2[O:19][CH:23]=[CH:22][CH:21]=2)=[CH:10][C:9]=1[N+:15]([O-:17])=[O:16])([CH3:4])([CH3:3])[CH3:2]. Procedure: Prepared from (4-iodo-2-nitro-phenyl)-carbamic acid tert.-butyl ester (Example A1) and furan-2-boronic acid according to the general procedure B. Obtained as an orange solid (282 mg). Starting materials: C(C)OC(=O)CCC(=O)C1=CN(C2=CC=CC=C12)CCCC(=O)OCC (ethyl 4-[3-(3-ethoxycarbonylpropionyl)-1-indolyl]butyrate), C(C(C)C)C1=CC=C(C=C1)C(CCCCCCC(=O)C1=CN(C2=CC=CC=C12)CCCC(=O)[O-])CCC (4-[3-[8-(4-isobutylphenyl)undecanoyl]-1-indolyl]butyrate). Yields the product C(=O)(O)CCC(=O)C1=CN(C2=CC=CC=C12)CCCC(=O)O (4-[3-(3-carboxy-propionyl)-1-indolyl]butyric acid). As a reaction SMILES: C([O:3][C:4]([CH2:6][CH2:7][C:8]([C:10]1[C:18]2[C:13](=[CH:14][CH:15]=[CH:16][CH:17]=2)[N:12]([CH2:19][CH2:20][CH2:21][C:22]([O:24]CC)=[O:23])[CH:11]=1)=[O:9])=[O:5])C.C(C1C=CC(C(CCC)CCCCCCC(C2C3C(=CC=CC=3)N(CCCC([O-])=O)C=2)=O)=CC=1)C(C)C>>[C:4]([CH2:6][CH2:7][C:8]([C:10]1[C:18]2[C:13](=[CH:14][CH:15]=[CH:16][CH:17]=2)[N:12]([CH2:19][CH2:20][CH2:21][C:22]([OH:24])=[O:23])[CH:11]=1)=[O:9])([OH:5])=[O:3]. Procedure: The procedure of Ex. 16 was repeated except that ethyl 4-[3-(3-ethoxycarbonylpropionyl)-1-indolyl]butyrate obtained in Ex. 40 was used in place of 4-[3-[8-(4-isobutylphenyl)undecanoyl]-1-indolyl]butyrate to give 4-[3-(3-carboxy-propionyl)-1-indolyl]butyric acid as a powder.